From a dataset of the Open Reaction Database (ORD), a public repository of structured organic reaction records. describe an organic reaction: reactants, conditions, products, and yield The reactants are ClC1=C(C=CC=C1Cl)N1CCN(CC1)CCCCOC1=CC=C2CCC(N(C2=C1)C(=O)OCCl)=O (chloromethyl 7-(4-(4-(2,3-dichlorophenyl)piperazin-1-yl)butoxy)-2-oxo-3,4-dihydroquinoline-1(2H)-carboxylate), C(C)(=O)[O-].[Cs+] (cesium acetate). Solvent: C(C)(=O)OCC (ethyl acetate), CN(C=O)C (dimethyl formamide). Conditions: time 8 hour. Product: ClC1=C(C=CC=C1Cl)N1CCN(CC1)CCCCOC1=CC=C2CCC(N(C2=C1)C(=O)OCOC(C)=O)=O (acetoxymethyl 7-(4-(4-(2,3-dichlorophenyl)piperazin-1-yl)butoxy)-2-oxo-3,4-dihydroquinoline-1(2H)-carboxylate). Reaction SMILES: [Cl:1][C:2]1[C:7]([Cl:8])=[CH:6][CH:5]=[CH:4][C:3]=1[N:9]1[CH2:14][CH2:13][N:12]([CH2:15][CH2:16][CH2:17][CH2:18][O:19][C:20]2[CH:29]=[C:28]3[C:23]([CH2:24][CH2:25][C:26](=[O:35])[N:27]3[C:30]([O:32][CH2:33]Cl)=[O:31])=[CH:22][CH:21]=2)[CH2:11][CH2:10]1.[C:36]([O-:39])(=[O:38])[CH3:37].[Cs+]>CN(C)C=O.C(OCC)(=O)C>[Cl:1][C:2]1[C:7]([Cl:8])=[CH:6][CH:5]=[CH:4][C:3]=1[N:9]1[CH2:10][CH2:11][N:12]([CH2:15][CH2:16][CH2:17][CH2:18][O:19][C:20]2[CH:29]=[C:28]3[C:23]([CH2:24][CH2:25][C:26](=[O:35])[N:27]3[C:30]([O:32][CH2:33][O:38][C:36](=[O:39])[CH3:37])=[O:31])=[CH:22][CH:21]=2)[CH2:13][CH2:14]1 |f:1.2|. Reported procedure: To a solution of chloromethyl 7-(4-(4-(2,3-dichlorophenyl)piperazin-1-yl)butoxy)-2-oxo-3,4-dihydroquinoline-1(2H)-carboxylate (1.20 g, 2.22 mmol) in dimethyl formamide (20 mL) was added cesium acetate (639 mg, 3.33 mmol). The reaction was then stirred at ambient temperature overnight. The reaction was diluted with ethyl acetate (50 mL) and quenched with water/brine (1:1, 50 mL). The reaction was extracted with ethyl acetate (3×50 mL). The combined organics were washed with water (50 mL) then bri...